From a dataset of the Open Reaction Database (ORD), a public repository of structured organic reaction records. describe an organic reaction: reactants, conditions, products, and yield Starting materials: COC=1C=CC(=C(C1)C)OC1=CC=CC=C1 (5-methoxy-2-phenoxytoluene), Br.C(C)(=O)O (hydrobromic acid acetic acid). Yields the product O(C1=CC=CC=C1)C=1C(=CC(=CC1)O)C (p-phenoxy-m-cresol). As a reaction SMILES: C[O:2][C:3]1[CH:4]=[CH:5][C:6]([O:10][C:11]2[CH:16]=[CH:15][CH:14]=[CH:13][CH:12]=2)=[C:7]([CH3:9])[CH:8]=1.Br.C(O)(=O)C>>[O:10]([C:6]1[C:7]([CH3:9])=[CH:8][C:3]([OH:2])=[CH:4][CH:5]=1)[C:11]1[CH:16]=[CH:15][CH:14]=[CH:13][CH:12]=1 |f:1.2|. Reported procedure: 4-methoxy-o-cresol and bromobenzene yield 5-methoxy-2-phenoxytoluene of b.p. 102°-104° C./0.035 Torr and m.p. 39°-42° C. and reaction with hydrobromic acid/acetic acid yields p-phenoxy-m-cresol; m.p. 96°-99° C.; RXN SMILES: [Cl:53][CH2:54][Cl:55].[F:46][C:47]([F:48])([F:49])[C:50]([OH:51])=[O:52].[NH2:38][C:39]([CH2:40][OH:41])([CH2:42][OH:43])[CH2:44][OH:45].[NH:15]1[CH2:16][CH:17]([NH:19][C:20]([CH2:21][NH:22][c:23]2[n:24][cH:25][n:26][c:27]3[cH:28][cH:29][c:30]([C:33]([F:34])([F:35])[F:36])[cH:31][c:32]23)=[O:37])[CH2:18]1.[OH:1][c:2]1[c:3]([CH:8]2[CH2:9][CH2:10][C:11](=[O:14])[CH2:12][CH2:13]2)[n:4][cH:5][cH:6][cH:7]1>>[OH:1][c:2]1[c:3]([CH:8]2[CH2:9][CH2:10][CH:11]([N:15]3[CH2:16][CH:17]([NH:19][C:20]([CH2:21][NH:22][c:23]4[n:24][cH:25][n:26][c:27]5[cH:28][cH:29][c:30]([C:33]([F:34])([F:35])[F:36])[cH:31][c:32]45)=[O:37])[CH2:18]3)[CH2:12][CH2:13]2)[n:4][cH:5][cH:6][cH:7]1. Starting materials: ClCCl, O=C(O)C(F)(F)F, NC(CO)(CO)CO, O=C(CNc1ncnc2ccc(C(F)(F)F)cc12)NC1CNC1, O=C1CCC(c2ncccc2O)CC1. The product is O=C(CNc1ncnc2ccc(C(F)(F)F)cc12)NC1CN(C2CCC(c3ncccc3O)CC2)C1.